describe an organic reaction: reactants, conditions, products, and yield From a dataset of the Open Reaction Database (ORD), a public repository of structured organic reaction records. Reactants: Cl.N1CCC(CC1)N1N=CC(=C1)C1=CC2=C(N(C=N2)C=2C=C(C=CC2)NC(=O)NCC(F)(F)F)C=C1 (N-{3-[5-(1-piperidin-4-yl-1H-pyrazol-4-yl)-1H-benzimidazol-1-yl]phenyl}-N′-(2,2,2-trifluoroethyl)urea HCl salt), N(=C=O)C=1C=NC=CC1 (3-isocyanatopyridine). The product is N1=CC(=CC=C1)NC(=O)N1CCC(CC1)N1N=CC(=C1)C1=CC2=C(N(C=N2)C2=CC(=CC=C2)NC(=O)NCC(F)(F)F)C=C1 (N-Pyridin-3-yl-4-(4-{1-[3-({[(2,2,2-trifluoroethyl)amino]carbonyl}amino)phenyl]-1H-benzimidazol-5-yl}-1H-pyrazol-1-yl)piperidine-1-carboxamide). Reaction SMILES: Cl.[NH:2]1[CH2:7][CH2:6][CH:5]([N:8]2[CH:12]=[C:11]([C:13]3[CH:36]=[CH:35][C:16]4[N:17]([C:20]5[CH:21]=[C:22]([NH:26][C:27]([NH:29][CH2:30][C:31]([F:34])([F:33])[F:32])=[O:28])[CH:23]=[CH:24][CH:25]=5)[CH:18]=[N:19][C:15]=4[CH:14]=3)[CH:10]=[N:9]2)[CH2:4][CH2:3]1.[N:37]([C:40]1[CH:41]=[N:42][CH:43]=[CH:44][CH:45]=1)=[C:38]=[O:39]>>[N:42]1[CH:43]=[CH:44][CH:45]=[C:40]([NH:37][C:38]([N:2]2[CH2:3][CH2:4][CH:5]([N:8]3[CH:12]=[C:11]([C:13]4[CH:36]=[CH:35][C:16]5[N:17]([C:20]6[CH:25]=[CH:24][CH:23]=[C:22]([NH:26][C:27]([NH:29][CH2:30][C:31]([F:33])([F:32])[F:34])=[O:28])[CH:21]=6)[CH:18]=[N:19][C:15]=5[CH:14]=4)[CH:10]=[N:9]3)[CH2:6][CH2:7]2)=[O:39])[CH:41]=1 |f:0.1|. Procedure details: This compound was prepared by using procedures analogous to those described for the synthesis of Example 24 starting from N-{3-[5-(1-piperidin-4-yl-1H-pyrazol-4-yl)-1H-benzimidazol-1-yl]phenyl}-N′-(2,2,2-trifluoroethyl)urea HCl salt (prepared from the procedure for Example 21, step 4) and 3-isocyanatopyridine (Oakwood, Cat. No. 022077), LCMS (M+H)+: m/z=604.3.